Dataset: the Open Reaction Database (ORD), a public repository of structured organic reaction records. Task: describe an organic reaction: reactants, conditions, products, and yield Starting materials: O=C1CCC(=O)N1Br, ClCCl, CS(=O)(=O)c1ccc(C(CC2CCCC2)C(=O)O)cc1Cl, c1ccc(P(c2ccccc2)c2ccccc2)cc1, c1ccncc1, Nc1cnc(-c2cccs2)cn1. The product is CS(=O)(=O)c1ccc(C(CC2CCCC2)C(=O)Nc2cnc(-c3cccs3)cn2)cc1Cl. Reaction SMILES: [Br:20][N:21]1[C:22](=[O:23])[CH2:24][CH2:25][C:26]1=[O:27].[CH2:67]([Cl:68])[Cl:69].[Cl:28][c:29]1[cH:30][c:31]([CH:39]([C:40](=[O:41])[OH:42])[CH2:43][CH:44]2[CH2:45][CH2:46][CH2:47][CH2:48]2)[cH:32][cH:33][c:34]1[S:35](=[O:36])(=[O:37])[CH3:38].[c:1]1([P:2]([c:3]2[cH:4][cH:5][cH:6][cH:7][cH:8]2)[c:9]2[cH:10][cH:11][cH:12][cH:13][cH:14]2)[cH:15][cH:16][cH:17][cH:18][cH:19]1.[cH:61]1[cH:62][cH:63][n:64][cH:65][cH:66]1.[s:49]1[c:50](-[c:54]2[n:55][cH:56][c:57]([NH2:60])[n:58][cH:59]2)[cH:51][cH:52][cH:53]1>>[Cl:28][c:29]1[cH:30][c:31]([CH:39]([C:40](=[O:42])[NH:60][c:57]2[cH:56][n:55][c:54](-[c:50]3[s:49][cH:53][cH:52][cH:51]3)[cH:59][n:58]2)[CH2:43][CH:44]2[CH2:45][CH2:46][CH2:47][CH2:48]2)[cH:32][cH:33][c:34]1[S:35](=[O:36])(=[O:37])[CH3:38].